Task: describe an organic reaction: reactants, conditions, products, and yield. Dataset: the Open Reaction Database (ORD), a public repository of structured organic reaction records Starting materials: NC1=C(C(=NN1C1=C(C=C(C=C1Cl)C(F)(F)F)Cl)C#N)C1=COC=C1 (5-amino-3-cyano-1-(2,6-dichloro-4-trifluoromethylphenyl)-4-(furan-3-yl)pyrazole), BrN1C(CCC1=O)=O (N-bromosuccinimide). The solvent is O1CCCC1 (tetrahydrofuran). Reaction conditions: time 2 hour. Product: NC1=C(C(=NN1C1=C(C=C(C=C1Cl)C(F)(F)F)Cl)C#N)C1=C(OC=C1)Br (5-Amino-4-(2-bromofuran-3-yl)-3-cyano-1-(2,6-dichloro-4-trifluoromethylphenyl)pyrazole). RXN SMILES: [NH2:1][C:2]1[N:6]([C:7]2[C:12]([Cl:13])=[CH:11][C:10]([C:14]([F:17])([F:16])[F:15])=[CH:9][C:8]=2[Cl:18])[N:5]=[C:4]([C:19]#[N:20])[C:3]=1[C:21]1[CH:25]=[CH:24][O:23][CH:22]=1.[Br:26]N1C(=O)CCC1=O>O1CCCC1>[NH2:1][C:2]1[N:6]([C:7]2[C:8]([Cl:18])=[CH:9][C:10]([C:14]([F:17])([F:15])[F:16])=[CH:11][C:12]=2[Cl:13])[N:5]=[C:4]([C:19]#[N:20])[C:3]=1[C:21]1[CH:25]=[CH:24][O:23][C:22]=1[Br:26]. Procedure details: To a solution of 5-amino-3-cyano-1-(2,6-dichloro-4-trifluoromethylphenyl)-4-(furan-3-yl)pyrazole (0.600 g) in tetrahydrofuran (20 ml) was added N-bromosuccinimide (0.288 g). The mixture was left at room temperature for 2 hours and then poured onto a column of silica gel (30 g) and eluted with hexane:dichloromethane (1:1). Combination and evaporation of suitable fractions gave a red oil which was further purified by column chromatography on silica gel (30 g) eluted with hexane:dichloromethane (1:...